describe an organic reaction: reactants, conditions, products, and yield From a dataset of the Open Reaction Database (ORD), a public repository of structured organic reaction records. The reactants are C1(CCCC1)/C=C(/C(=O)OCC)\C1=CC=2N(C3=CC=CC=C3S(C2C=C1)(=O)=O)C (ethyl(E)-3-cyclopentyl-2-(10-methyl-5,5-dioxo-5,10-dihydrophenothiazin-2-yl)acrylate), [OH-].[Na+] (NaOH). The solvent is CO (methanol). The product is C1(CCCC1)/C=C(/C(=O)O)\C1=CC=2N(C3=CC=CC=C3S(C2C=C1)(=O)=O)C ((E)-3-cyclopentyl-2-(10-methyl-5,5-dioxo-5,10-dihydrophenothiazine-2-yl)acrylic acid). As a reaction SMILES: [CH:1]1(/[CH:6]=[C:7](\[C:13]2[CH:26]=[CH:25][C:24]3[S:23](=[O:28])(=[O:27])[C:22]4[C:17](=[CH:18][CH:19]=[CH:20][CH:21]=4)[N:16]([CH3:29])[C:15]=3[CH:14]=2)/[C:8]([O:10]CC)=[O:9])[CH2:5][CH2:4][CH2:3][CH2:2]1.[OH-].[Na+]>CO>[CH:1]1(/[CH:6]=[C:7](\[C:13]2[CH:26]=[CH:25][C:24]3[S:23](=[O:28])(=[O:27])[C:22]4[C:17](=[CH:18][CH:19]=[CH:20][CH:21]=4)[N:16]([CH3:29])[C:15]=3[CH:14]=2)/[C:8]([OH:10])=[O:9])[CH2:5][CH2:4][CH2:3][CH2:2]1 |f:1.2|. Procedure: 1.58 g of ethyl(E)-3-cyclopentyl-2-(10-methyl-5,5-dioxo-5,10-dihydrophenothiazin-2-yl)acrylate are dissolved in 130 ml of methanol, and 13.44 ml of 2 M NaOH solution are added. The reaction mixture is heated at the boil under reflux for two hours. The methanol is removed under reduced pressure, and the reaction mixture is adjusted to pH 4 by addition of 2N hydrochloric acid. The precipitated solid is filtered off with suction and dried under high vacuum. This gives 1.46 g of (E)-3-cyclopentyl-2-... Starting materials: Cl.CN(CCCN=C=NCC)C (1-(3-dimethylaminopropyl)-3-ethylcarbodiimide hydrochloride), C(Cl)(Cl)Cl (chloroform), COC=1C=C2C(CNCC2=CC1)(C)C (6-methoxy-4,4-dimethyl-1,2,3,4-tetrahydro-isoquinoline), COC=1C=C2C(CNCC2=CC1)(C)C (6-methoxy-4,4-dimethyl-1,2,3,4-tetrahydro-isoquinoline), C(=O)O (formic acid). Run in ClCCl (dichloromethane). Conditions: time 8 hour. The product is COC=1C=C2C(CN(CC2=CC1)C=O)(C)C (6-Methoxy-4,4-dimethyl-1,2,3,4-tetrahydro-isoquinoline-2-carbaldehyde). Yield: 89.0%. As a reaction SMILES: [CH3:1][O:2][C:3]1[CH:4]=[C:5]2[C:10](=[CH:11][CH:12]=1)[CH2:9][NH:8][CH2:7][C:6]2([CH3:14])[CH3:13].[CH:15](O)=[O:16].Cl.CN(C)CCCN=C=NCC.C(Cl)(Cl)Cl>ClCCl>[CH3:1][O:2][C:3]1[CH:4]=[C:5]2[C:10](=[CH:11][CH:12]=1)[CH2:9][N:8]([CH:15]=[O:16])[CH2:7][C:6]2([CH3:14])[CH3:13] |f:2.3|. Procedure details: A solution of 6-methoxy-4,4-dimethyl-1,2,3,4-tetrahydro-isoquinoline (Intermediate 18, 3.2 g, 16.7 mmol) in anhydrous dichloromethane (40 mL) was treated with formic acid (1 mL, 26.5 mmol) followed 1-(3-dimethylaminopropyl)-3-ethylcarbodiimide hydrochloride (3.9 g, 20.34 mmol) and the resulting solution was stirred at ambient temperature overnight. It was then diluted with ,chloroform and washed with water (×1) and brine (×1), dried over anhydrous magnesium sulfate, filtered and evaporated in va... The reactants are [OH-].[Na+] (sodium hydroxide), COC(C(=CC=CCC(CCC=C(C)C)C)C)=O (2,7,11-trimethyl-2,4,10-dodecatrienoic acid methyl ester), ice water. Solvent: O (water), CO (methanol). Yields the product CC(C(=O)O)=CC=CCC(CCC=C(C)C)C (2,7,11-trimethyl-2,4,10-dodecatrienoic acid). As a reaction SMILES: C[O:2][C:3](=[O:18])[C:4]([CH3:17])=[CH:5][CH:6]=[CH:7][CH2:8][CH:9]([CH3:16])[CH2:10][CH2:11][CH:12]=[C:13]([CH3:15])[CH3:14].[OH-].[Na+]>CO.O>[CH3:17][C:4](=[CH:5][CH:6]=[CH:7][CH2:8][CH:9]([CH3:16])[CH2:10][CH2:11][CH:12]=[C:13]([CH3:15])[CH3:14])[C:3]([OH:18])=[O:2] |f:1.2|. Procedure: 22.8 g. of 2,7,11-trimethyl-2,4,10-dodecatrienoic acid methyl ester is dissolved in 150 ml of methanol and mixed with 22.8 g. of sodium hydroxide dissolved in 35 ml of water. The mixture is boiled under reflux for 3 hours, poured on to ice-water and extracted with diethyl ether. The ether extracts are discarded and the aqueous phase acidified with dilute sulphuric acid. The acidic aqueous solution is extracted with diethyl ether and the ether extract is washed repeatedly with aqueous sodium chlo...